This data is from the Open Reaction Database (ORD), a public repository of structured organic reaction records. The task is: describe an organic reaction: reactants, conditions, products, and yield Reactants: Intermediate 20.1, ClC1=NC=C(C(=N1)C1=C(C=C(C=C1)F)OC)F (2-chloro-5-fluoro-4-(4-fluoro-2-methoxyphenyl)pyrimidine), CC=1C=C(N)C=C(C1)CSC (3-methyl-5-[(methyl-sulfanyl)methyl]aniline). Product: Intermediate 58.3, FC=1C(=NC(=NC1)NC1=CC(=CC(=C1)CSC)C)C1=C(C=C(C=C1)F)OC (5-Fluoro-4-(4-fluoro-2-methoxyphenyl)-N-{3-methyl-5-[(methylsulfanyl)methyl]phenyl}pyrimidin-2-amine). As a reaction SMILES: Cl[C:2]1[N:7]=[C:6]([C:8]2[CH:13]=[CH:12][C:11]([F:14])=[CH:10][C:9]=2[O:15][CH3:16])[C:5]([F:17])=[CH:4][N:3]=1.[CH3:18][C:19]1[CH:20]=[C:21]([CH:23]=[C:24]([CH2:26][S:27][CH3:28])[CH:25]=1)[NH2:22]>>[F:17][C:5]1[C:6]([C:8]2[CH:13]=[CH:12][C:11]([F:14])=[CH:10][C:9]=2[O:15][CH3:16])=[N:7][C:2]([NH:22][C:21]2[CH:23]=[C:24]([CH2:26][S:27][CH3:28])[CH:25]=[C:19]([CH3:18])[CH:20]=2)=[N:3][CH:4]=1. Procedure: Intermediate 58.3 was prepared under similar conditions as described in the preparation of Intermediate 20.1 using 2-chloro-5-fluoro-4-(4-fluoro-2-methoxyphenyl)pyrimidine and 3-methyl-5-[(methyl-sulfanyl)methyl]aniline. The batch was purified by chromatography (hexane/ethyl acetate 5% to 32%) to give the desired product. The reactants are FC(C1=NC(=C2N1CCNC2)C(=O)[O-])(F)F (3-(trifluoromethyl)-5,6,7,8-tetrahydroimidazo[1,5-a]pyrazine-1-carboxylate), C(C)N (ethylamine). Run at temperature 50 celsius, time 12 hour. The product is C(C)NC(=O)C=1N=C(N2C1CNCC2)C(F)(F)F (N-ethyl-3-(trifluoromethyl)-5,6,7,8-tetrahydroimidazo[1,5-a]pyrazine-1-carboxamide). RXN SMILES: [F:1][C:2]([F:16])([F:15])[C:3]1[N:7]2[CH2:8][CH2:9][NH:10][CH2:11][C:6]2=[C:5]([C:12]([O-:14])=O)[N:4]=1.[CH2:17]([NH2:19])[CH3:18]>>[CH2:17]([NH:19][C:12]([C:5]1[N:4]=[C:3]([C:2]([F:1])([F:16])[F:15])[N:7]2[CH2:8][CH2:9][NH:10][CH2:11][C:6]=12)=[O:14])[CH3:18]. Procedure details: 3-(trifluoromethyl)-5,6,7,8-tetrahydroimidazo[1,5-a]pyrazine-1-carboxylate 3b (1 g, 4 mmol) was dissolved in 40 mL of ethylamine solution (60%). After stirring at 50° C. for 12 hours, the reaction mixture was concentrated under reduced pressure to obtain the crude N-ethyl-3-(trifluoromethyl)-5,6,7,8-tetrahydroimidazo[1,5-a]pyrazine-1-carboxamide 7a (1.15 g) as a white solid. The product was used directly in the next reaction without purification.